Dataset: the Open Reaction Database (ORD), a public repository of structured organic reaction records. Task: describe an organic reaction: reactants, conditions, products, and yield The reactants are ice, C(Cl)Cl (CH2Cl2), S(=O)(Cl)Cl (thionyl chloride), ClC1=CC(=C(C=C1)CCO)[N+](=O)[O-] (2-(4-chloro-2-nitrophenyl)ethanol), N1=CC=CC=C1 (pyridine). Solvent: C1(=CC=CC=C1)C (toluene), C1(=CC=CC=C1)C (toluene). Product: ClC1=CC(=C(C=C1)CCCl)[N+](=O)[O-] (2-(4-chloro-2-nitrophenyl)ethyl chloride). Yield: 98.0%. RXN SMILES: S(Cl)(Cl)=O.[Cl:5][C:6]1[CH:11]=[CH:10][C:9]([CH2:12][CH2:13]O)=[C:8]([N+:15]([O-:17])=[O:16])[CH:7]=1.N1C=CC=CC=1.C(Cl)[Cl:25]>C1(C)C=CC=CC=1>[Cl:5][C:6]1[CH:11]=[CH:10][C:9]([CH2:12][CH2:13][Cl:25])=[C:8]([N+:15]([O-:17])=[O:16])[CH:7]=1. Reported procedure: 12 g thionyl chloride (7.4 ml, 100 mmol) in 10 ml toluene (abs.) are quickly added in a drop-wise manner to a solution of 6.78 g 2-(4-chloro-2-nitrophenyl)ethanol (33 mmol) in 100 ml abs. toluene and 2.5 ml pyridine. This is heated 2 h under reflux, cooled, poured onto 100 g ice and mixed with 100 ml CH2Cl2. The aqueous phase is extracted 2× each with 50 ml CH2Cl2. The combined organic phases are neutralized 2× each with 80 ml saturated bicarbonate solution, dried over Na2SO4, filtered and rotar... The reactants are C=1(O)C(O)=CC=CC1 (catechol), C=CCCCCCCC (1-nonene), B(F)(F)F.CCOCC (borontrifluoride-etherate), [Cl-].[Na+] (sodium chloride), resultant mixture, resultant mixture, C=1(O)C(O)=CC=CC1 (catechol), C=1(O)C(O)=CC=CC1 (catechol), C=CCCCCCCC (1-nonene). Run at temperature 104 celsius. Product: C(CCCCCCCC)C1=C(C(O)=CC=C1)O (nonylcatechol). RXN SMILES: [C:1]1([C:3](=[CH:5][CH:6]=[CH:7][CH:8]=1)[OH:4])[OH:2].B(F)(F)F.CCOCC.[CH2:18]=[CH:19][CH2:20][CH2:21][CH2:22][CH2:23][CH2:24][CH2:25][CH3:26].[Cl-].[Na+]>>[CH2:18]([C:5]1[CH:6]=[CH:7][CH:8]=[C:1]([OH:2])[C:3]=1[OH:4])[CH2:19][CH2:20][CH2:21][CH2:22][CH2:23][CH2:24][CH2:25][CH3:26] |f:1.2,4.5|. Procedure: Into a 500ml, 3-neck reaction vessel was placed 64.8g (0.3125 moles) of catechol, after which time it was heated to 104° C. under a nitrogen flow. After the catechol was completely melted, 3.25g (5% based on the wt. of the catechol) of borontrifluoride-etherate was added dropwise, with stirring. After adding all of the catalyst, 63.2 g (0.25 moles) of 1-nonene was added dropwise to the reaction mixture, the rate of addition being adjusted so as to maintain a temperature of 130° C. After all of t... The reactants are [C-]#N, CC(C)(C)N1CCC(=O)CC1, CO, [Cl-], N, [NH4+], [Na+]. The product is CC(C)(C)N1CCC(N)(C#N)CC1. RXN SMILES: [C-:12]#[N:13].[C:1]([CH3:2])([CH3:3])([CH3:4])[N:5]1[CH2:6][CH2:7][C:8](=[O:11])[CH2:9][CH2:10]1.[CH3:18][OH:19].[Cl-:15].[NH3:17].[NH4+:16].[Na+:14]>>[C:1]([CH3:2])([CH3:3])([CH3:4])[N:5]1[CH2:6][CH2:7][C:8]([C:12]#[N:13])([NH2:16])[CH2:9][CH2:10]1. The reactants are BrBr, ClCCl, c1ccc(P(c2ccccc2)c2ccccc2)cc1, OCCCC#Cc1ccccn1. The product is BrCCCC#Cc1ccccn1. As a reaction SMILES: [Br:1][Br:2].[Cl:34][CH2:35][Cl:36].[c:3]1([P:4]([c:5]2[cH:6][cH:7][cH:8][cH:9][cH:10]2)[c:11]2[cH:12][cH:13][cH:14][cH:15][cH:16]2)[cH:17][cH:18][cH:19][cH:20][cH:21]1.[n:22]1[c:23]([C:28]#[C:29][CH2:30][CH2:31][CH2:32][OH:33])[cH:24][cH:25][cH:26][cH:27]1>>[Br:1][CH2:32][CH2:31][CH2:30][C:29]#[C:28][c:23]1[n:22][cH:27][cH:26][cH:25][cH:24]1. The reactants are ClC1=CC=C(C=C1)C1(CCCCC1)C(=O)NN (1-(4-chlorophenyl)cyclohexanecarbohydrazide), COC=1CCCCCCN1 (8-methoxy-2,3,4,5,6,7-hexahydroazocine). Run in C1(=CC=CC=C1)C (toluene). Conditions: temperature 120 celsius. Yields the product C1(=CC=CC=C1)C1(CCCCC1)C1=NN=C2N1CCCCCC2 (3-(1-phenylcyclohexyl)-5,6,7,8,9,10-hexahydro[1,2,4]triazolo[4,3-a]azocine). Reaction SMILES: Cl[C:2]1[CH:7]=[CH:6][C:5]([C:8]2([C:14]([NH:16][NH2:17])=O)[CH2:13][CH2:12][CH2:11][CH2:10][CH2:9]2)=[CH:4][CH:3]=1.CO[C:20]1[CH2:21][CH2:22][CH2:23][CH2:24][CH2:25][CH2:26][N:27]=1>C1(C)C=CC=CC=1>[C:5]1([C:8]2([C:14]3[N:27]4[CH2:26][CH2:25][CH2:24][CH2:23][CH2:22][CH2:21][C:20]4=[N:17][N:16]=3)[CH2:13][CH2:12][CH2:11][CH2:10][CH2:9]2)[CH:6]=[CH:7][CH:2]=[CH:3][CH:4]=1. Procedure: Anhydrous toluene was added to a mixture of 1-(4-chlorophenyl)cyclohexanecarbohydrazide (62 mg) and 8-methoxy-2,3,4,5,6,7-hexahydroazocine (40.1 mg). The reaction vessel was heated to 120° C. overnight, whereupon it was cooled to room temperature and the solvent was evaporated. The crude product was purified by column chromatography to give 3-(1-phenylcyclohexyl)-5,6,7,8,9,10-hexahydro[1,2,4]triazolo[4,3-a]azocine (2-51) as a white solid.